From a dataset of the Open Reaction Database (ORD), a public repository of structured organic reaction records. describe an organic reaction: reactants, conditions, products, and yield The product is COc1ccc(CNc2ccc3cc(OCc4ccccc4)ccc3c2)cc1. Reactants: Brc1ccc2cc(OCc3ccccc3)ccc2c1, COc1ccc(CN)cc1, CS(C)=O, [K+], [K+], [K+], O=C(O)C1CCCN1, O=P([O-])([O-])[O-]. RXN SMILES: [CH2:11]([c:12]1[cH:13][cH:14][cH:15][cH:16][cH:17]1)[O:18][c:19]1[cH:20][c:21]2[cH:22][cH:23][c:24]([Br:29])[cH:25][c:26]2[cH:27][cH:28]1.[CH3:1][O:2][c:3]1[cH:4][cH:5][c:6]([CH2:7][NH2:8])[cH:9][cH:10]1.[CH3:46][S:47]([CH3:48])=[O:49].[K+:35].[K+:36].[K+:37].[NH:38]1[CH2:39][CH2:40][CH2:41][CH:42]1[C:43]([OH:44])=[O:45].[P:30]([O-:31])([O-:32])([O-:33])=[O:34]>>[CH3:1][O:2][c:3]1[cH:4][cH:5][c:6]([CH2:7][NH:8][c:24]2[cH:23][cH:22][c:21]3[cH:20][c:19]([O:18][CH2:11][c:12]4[cH:13][cH:14][cH:15][cH:16][cH:17]4)[cH:28][cH:27][c:26]3[cH:25]2)[cH:9][cH:10]1. Reactants: OCC=1C=C2C=CN=C(C2=CC1)NC(C1=CC=CC=C1)=O (N-[6-(hydroxymethyl)-1-isoquinolinyl]benzamide), C(C1=CC=CC=C1)N1CCOC2=C(C1)C=CC=C2 (4-benzyl-2,3,4,5-tetrahydro-benzo[f][1,4]oxazepine), 2,3,4,5-tetrahydro-benzo[f][1,4j]oxazepine. The reagents and catalysts are [Pd] (palladium). Solvent: C(C)O (ethanol). Conditions: time 5 hour. Yields the product O1CCNCC2=C1C=CC=C2 (2,3,4,5-Tetrahydro-benzo[f][1,4]oxazepine). Reaction SMILES: C([N:8]1[CH2:14][C:13]2[CH:15]=[CH:16][CH:17]=[CH:18][C:12]=2[O:11][CH2:10][CH2:9]1)C1C=CC=CC=1.OCC1C=C2C(=CC=1)C(NC(=O)C1C=CC=CC=1)=NC=C2>C(O)C.[Pd]>[O:11]1[C:12]2[CH:18]=[CH:17][CH:16]=[CH:15][C:13]=2[CH2:14][NH:8][CH2:9][CH2:10]1. Procedure details: 10.2 g of 4-benzyl-2,3,4,5-tetrahydro-benzo[f][1,4]oxazepine were dissolved in 100 mL of ethanol and hydrogenated for 5 hours at room temperature using 1.2 g of palladium (10% on carbon) as catalyst. Filtration followed by removal of the solvent in vacuo gave 6. 1g of 2,3,4,5-tetrahydro-benzo[f][1,4j]oxazepine as an oil. EI-MS: 149 (M+). The reactants are O=C=O, CN(C)CCc1c(C(=O)O)[nH]c2ccc(CC3COC(=O)N3)cc12, O=C(O)CCC(=O)O, c1ccc2ncccc2c1. The product is CN(C)CCc1c[nH]c2ccc(CC3COC(=O)N3)cc12. As a reaction SMILES: [C:25](=[O:26])=[O:27].[CH3:1][N:2]([CH2:3][CH2:4][c:5]1[c:6]([C:21]([OH:22])=[O:23])[nH:7][c:8]2[cH:9][cH:10][c:11]([CH2:14][CH:15]3[NH:16][C:17](=[O:20])[O:18][CH2:19]3)[cH:12][c:13]12)[CH3:24].[OH:28][C:29]([CH2:30][CH2:31][C:32](=[O:33])[OH:34])=[O:35].[cH:36]1[cH:37][c:38]2[c:39]([n:40][cH:41][cH:42][cH:43]2)[cH:44][cH:45]1>>[CH3:1][N:2]([CH2:3][CH2:4][c:5]1[cH:6][nH:7][c:8]2[cH:9][cH:10][c:11]([CH2:14][CH:15]3[NH:16][C:17](=[O:20])[O:18][CH2:19]3)[cH:12][c:13]12)[CH3:24]. Starting materials: CSc1ncc2c(O)cc(=O)n(C3CCCC3)c2n1, CC(Cl)Cl, O=P(Br)(Br)Br. As a reaction SMILES: [CH:6]1([n:11]2[c:12](=[O:24])[cH:13][c:14]([OH:23])[c:15]3[c:16]2[n:17][c:18]([S:21][CH3:22])[n:19][cH:20]3)[CH2:7][CH2:8][CH2:9][CH2:10]1.[Cl:25][CH:26]([Cl:27])[CH3:28].[P:1]([Br:2])([Br:3])([Br:4])=[O:5]>>[Br:3][c:14]1[cH:13][c:12](=[O:24])[n:11]([CH:6]2[CH2:7][CH2:8][CH2:9][CH2:10]2)[c:16]2[c:15]1[cH:20][n:19][c:18]([S:21][CH3:22])[n:17]2. The product is CSc1ncc2c(Br)cc(=O)n(C3CCCC3)c2n1. Reactants: CNCCCOc1ccc(OCc2ccccc2)cc1, CC(=O)O, Cl. RXN SMILES: [CH2:2]([c:3]1[cH:4][cH:5][cH:6][cH:7][cH:8]1)[O:9][c:10]1[cH:11][cH:12][c:13]([O:16][CH2:17][CH2:18][CH2:19][NH:20][CH3:21])[cH:14][cH:15]1.[CH3:22][C:23](=[O:24])[OH:25].[ClH:1]>>[ClH:1].[OH:9][c:10]1[cH:11][cH:12][c:13]([O:16][CH2:17][CH2:18][CH2:19][NH:20][CH3:21])[cH:14][cH:15]1. Yields the product Cl, CNCCCOc1ccc(O)cc1. The reactants are CCOC(=O)c1ncc2[nH]c3ccc([N+](=O)[O-])cc3c2n1, CO, C1CCOC1. The product is CCOC(=O)c1ncc2[nH]c3ccc(N)cc3c2n1. RXN SMILES: [CH2:1]([CH3:2])[O:3][C:4](=[O:5])[c:6]1[n:7][cH:8][c:9]2[nH:10][c:11]3[cH:12][cH:13][c:14]([N+:19]([O-:20])=[O:21])[cH:15][c:16]3[c:17]2[n:18]1.[CH3:27][OH:28].[O:22]1[CH2:23][CH2:24][CH2:25][CH2:26]1>>[CH2:1]([CH3:2])[O:3][C:4](=[O:5])[c:6]1[n:7][cH:8][c:9]2[nH:10][c:11]3[cH:12][cH:13][c:14]([NH2:19])[cH:15][c:16]3[c:17]2[n:18]1. Reactants: CN(C)S(=O)(=O)c1cnc(Cl)c(Br)c1, CCOC(=O)CC(=O)OCC, C1CCOC1, [H-], [Na+]. The product is CCOC(=O)C(C(=O)OCC)c1ncc(S(=O)(=O)N(C)C)cc1Br. Reaction SMILES: [Br:1][c:2]1[cH:3][c:4]([S:9](=[O:10])(=[O:11])[N:12]([CH3:13])[CH3:14])[cH:5][n:6][c:7]1[Cl:8].[C:15]([CH2:16][C:17](=[O:18])[O:19][CH2:20][CH3:21])(=[O:22])[O:23][CH2:24][CH3:25].[CH2:28]1[O:29][CH2:30][CH2:31][CH2:32]1.[H-:26].[Na+:27]>>[Br:1][c:2]1[cH:3][c:4]([S:9](=[O:10])(=[O:11])[N:12]([CH3:13])[CH3:14])[cH:5][n:6][c:7]1[CH:16]([C:15](=[O:22])[O:23][CH2:24][CH3:25])[C:17](=[O:18])[O:19][CH2:20][CH3:21]. The reactants are ClC=1C=C(C=C(C1F)Cl)C(F)(F)F (3,5-dichloro-4-fluorobenzotrifluoride), [F-].[K+] (potassium fluoride). Yields the product ClC=1C=C(C=C(C1F)F)C(F)(F)F (3-chloro-4,5-difluorobenzotrifluoride). RXN SMILES: [Cl:1][C:2]1[CH:3]=[C:4]([C:10]([F:13])([F:12])[F:11])[CH:5]=[C:6](Cl)[C:7]=1[F:8].[F-:14].[K+]>>[Cl:1][C:2]1[CH:3]=[C:4]([C:10]([F:13])([F:12])[F:11])[CH:5]=[C:6]([F:14])[C:7]=1[F:8] |f:1.2|. Reported procedure: reacting the 3,5-dichloro-4-fluorobenzotrifluoride product of step (B) with potassium fluoride in the liquid phase at a temperature of about 170° to about 270° Celsius to form 3-chloro-4,5-difluorobenzotrifluoride.